Dataset: the Open Reaction Database (ORD), a public repository of structured organic reaction records. Task: describe an organic reaction: reactants, conditions, products, and yield Reactants: NC1=C(C=CC(=C1OC1=CC=CC=C1)Br)O (2-amino-4-bromo-3-phenoxyphenol), C([O-])([O-])=O.[K+].[K+] (potassium carbonate), BrCC(=O)Br (bromoacetyl bromide), BrCC(=O)Br (bromoacetyl bromide). The solvent is C(C)#N (acetonitrile), O (water). Run at time 30 minute. Product: BrC=1C=CC2=C(NC(CO2)=O)C1OC1=CC=CC=C1 (6-Bromo-5-phenoxy-2H-1,4-benzoxazin-3(4H)-one). Isolated yield 86.8%. As a reaction SMILES: [NH2:1][C:2]1[C:7]([O:8][C:9]2[CH:14]=[CH:13][CH:12]=[CH:11][CH:10]=2)=[C:6]([Br:15])[CH:5]=[CH:4][C:3]=1[OH:16].C(=O)([O-])[O-].[K+].[K+].Br[CH2:24][C:25](Br)=[O:26]>C(#N)C.O>[Br:15][C:6]1[CH:5]=[CH:4][C:3]2[O:16][CH2:24][C:25](=[O:26])[NH:1][C:2]=2[C:7]=1[O:8][C:9]1[CH:14]=[CH:13][CH:12]=[CH:11][CH:10]=1 |f:1.2.3|. Procedure: A solution of 2-amino-4-bromo-3-phenoxyphenol (0.060 g, 0.214 mmol) in acetonitrile (3.88 mL) and water (1.21 mL) was treated with potassium carbonate (0.118 g, 0.857 mmol), followed by the addition of bromoacetyl bromide (0.0279 mL, 0.321 mmol), and the resultant reaction mixture was stirred at RT for 30 min, after which time additional bromoacetyl bromide (0.0186 mL, 0.214 mmol) was added dropwise and the reaction mixture was stirred at RT for 1 h, then warmed to 75° C. and stirred at that tem... The reactants are CO, Cc1ccc(-c2ccccc2)c([N+](=O)[O-])c1. Product: Cc1ccc(-c2ccccc2)c(N)c1. RXN SMILES: [CH3:17][OH:18].[N+:1]([O-:2])(=[O:3])[c:4]1[cH:5][c:6]([CH3:16])[cH:7][cH:8][c:9]1-[c:10]1[cH:11][cH:12][cH:13][cH:14][cH:15]1>>[NH2:1][c:4]1[cH:5][c:6]([CH3:16])[cH:7][cH:8][c:9]1-[c:10]1[cH:11][cH:12][cH:13][cH:14][cH:15]1. Starting materials: FC=1C=C(C=C(C1NS(=O)(=O)C)F)C(C)NC(=O)C=1N=C(OC1)Cl (2-Chloro-oxazole-4-carboxylic acid [1-(3,5-difluoro-4-methanesulfonylamino-phenyl)-ethyl]-amide), C(CC)C1=C(C=C(C=C1)C(F)(F)F)O (2-propyl-5-trifluoromethyl-phenol). The product is FC=1C=C(C=C(C1NS(=O)(=O)C)F)C(C)NC(=O)C=1N=C(OC1)OC1=C(C=CC(=C1)C(F)(F)F)CCC (2-(2-Propyl-5-trifluoromethyl-phenoxy)-oxazole-4-carboxylic acid [1-(3,5-difluoro-4-methanesulfonylamino-phenyl)-ethyl]-amide). The yield is 53.4%. As a reaction SMILES: [F:1][C:2]1[CH:3]=[C:4]([CH:14]([NH:16][C:17]([C:19]2[N:20]=[C:21](Cl)[O:22][CH:23]=2)=[O:18])[CH3:15])[CH:5]=[C:6]([F:13])[C:7]=1[NH:8][S:9]([CH3:12])(=[O:11])=[O:10].[CH2:25]([C:28]1[CH:33]=[CH:32][C:31]([C:34]([F:37])([F:36])[F:35])=[CH:30][C:29]=1[OH:38])[CH2:26][CH3:27]>>[F:1][C:2]1[CH:3]=[C:4]([CH:14]([NH:16][C:17]([C:19]2[N:20]=[C:21]([O:38][C:29]3[CH:30]=[C:31]([C:34]([F:35])([F:36])[F:37])[CH:32]=[CH:33][C:28]=3[CH2:25][CH2:26][CH3:27])[O:22][CH:23]=2)=[O:18])[CH3:15])[CH:5]=[C:6]([F:13])[C:7]=1[NH:8][S:9]([CH3:12])(=[O:11])=[O:10]. Procedure: 2-Chloro-oxazole-4-carboxylic acid [1-(3,5-difluoro-4-methanesulfonylamino-phenyl)-ethyl]-amide (50 mg, 0.13 mmol) was reacted with give 2-propyl-5-trifluoromethyl-phenol (54 mg, 0.26 mmol) to give the title compound (38 mg, 54%) after purification by column chromatography (gradient 12% to 100% EtOAc in n-hexane). Starting materials: C(#N)C1=CC=C(C(C(=O)OC)=C1)O (methyl 5-cyanosalicylate), Cl (hydrogen chloride), CO (methanol). The product is Cl.CON=CC1=CC=C(C(C(=O)OC)=C1)O (methyl 5-methoxyiminomethylsalicylate hydrochloride). Reaction SMILES: [C:1]([C:3]1[CH:12]=[C:7]([C:8]([O:10][CH3:11])=[O:9])[C:6]([OH:13])=[CH:5][CH:4]=1)#[N:2].[ClH:14].[CH3:15][OH:16]>>[ClH:14].[CH3:15][O:16][N:2]=[CH:1][C:3]1[CH:12]=[C:7]([C:8]([O:10][CH3:11])=[O:9])[C:6]([OH:13])=[CH:5][CH:4]=1 |f:3.4|. Procedure details: In 450 ml of anhydrous methanol, was suspended 44.0 g of methyl 5-cyanosalicylate. While being cooled in ice and stirred, the suspension was saturated with dried gaseous hydrogen chloride. The suspension was further stirred for 2 days at room temperature, then the resulting solution was concentrated to about 200 ml at a low temperature under reduced pressure, and admixed with ethyl acetate to precipitate colorless crystals. The crystals were collected by filtration and dried to obtain 41.0 g of ... Reactants: N#Cc1ccccc1, N#Cc1ccccc1, C1CCNCC1, COc1cnc(Br)c2[nH]ccc12, C#CC(C)O, Cl[Pd]Cl, [Cu]I, c1coc(P(c2ccco2)c2ccco2)c1. The product is COc1cnc(C#CC(C)O)c2[nH]ccc12. Reaction SMILES: [C:37]([c:38]1[cH:39][cH:40][cH:41][cH:42][cH:43]1)#[N:44].[C:45]([c:46]1[cH:47][cH:48][cH:49][cH:50][cH:51]1)#[N:52].[CH2:55]1[CH2:56][CH2:57][NH:58][CH2:59][CH2:60]1.[CH3:1][O:2][c:3]1[c:4]2[cH:5][cH:6][nH:7][c:8]2[c:9]([Br:12])[n:10][cH:11]1.[CH3:29][CH:30]([C:31]#[CH:32])[OH:33].[Cl:34][Pd:35][Cl:36].[Cu:53][I:54].[o:13]1[cH:14][cH:15][cH:16][c:17]1[P:18]([c:19]1[o:20][cH:21][cH:22][cH:23]1)[c:24]1[o:25][cH:26][cH:27][cH:28]1>>[CH3:1][O:2][c:3]1[c:4]2[cH:5][cH:6][nH:7][c:8]2[c:9]([C:32]#[C:31][CH:30]([CH3:29])[OH:33])[n:10][cH:11]1. The reactants are [BH4-], CO, CC1c2ccccc2CC(=O)Cc2ccccc21, [Na+], [Na+], [OH-], O. Yields the product CC1c2ccccc2CC(O)Cc2ccccc21. Reaction SMILES: [BH4-:23].[CH3:19][OH:20].[CH3:1][CH:2]1[c:3]2[c:4]([cH:15][cH:16][cH:17][cH:18]2)[CH2:5][C:6](=[O:14])[CH2:7][c:8]2[c:9]1[cH:10][cH:11][cH:12][cH:13]2.[Na+:22].[Na+:24].[OH-:21].[OH2:25]>>[CH3:1][CH:2]1[c:3]2[c:4]([cH:15][cH:16][cH:17][cH:18]2)[CH2:5][CH:6]([OH:14])[CH2:7][c:8]2[c:9]1[cH:10][cH:11][cH:12][cH:13]2.